Dataset: the Open Reaction Database (ORD), a public repository of structured organic reaction records. Task: describe an organic reaction: reactants, conditions, products, and yield Reactants: COC=1C=C(C[C@@H]2NCCC3=CC(=C(C=C23)OC)OC)C=CC1OC ((1S)-1-(3,4-Dimethoxy-benzyl)-6,7-dimethoxy-1,2,3,4-tetrahydroisoquinoline), BrCC(=O)Br (2-bromoacetyl bromide), N[C@H]1[C@H](CC2=CC=CC=C12)O ((1R,2S)-1-amino-2-indanol). Yields the product COC=1C=C(C[C@@H]2N(CCC3=CC(=C(C=C23)OC)OC)CC(=O)N[C@H]2[C@H](CC3=CC=CC=C23)O)C=CC1OC (2-[(1S)-1-(3,4-Dimethoxy-benzyl)-6,7-dimethoxy-3,4-dihydro-1H-isoquinolin-2-yl]-N-[(1R,2S)-2-hydroxy-indan-1-yl]-acetamide). Reaction SMILES: [CH3:1][O:2][C:3]1[CH:4]=[C:5]([CH:21]=[CH:22][C:23]=1[O:24][CH3:25])[CH2:6][C@H:7]1[C:16]2[C:11](=[CH:12][C:13]([O:19][CH3:20])=[C:14]([O:17][CH3:18])[CH:15]=2)[CH2:10][CH2:9][NH:8]1.Br[CH2:27][C:28](Br)=[O:29].[NH2:31][C@@H:32]1[C:40]2[C:35](=[CH:36][CH:37]=[CH:38][CH:39]=2)[CH2:34][C@@H:33]1[OH:41]>>[CH3:1][O:2][C:3]1[CH:4]=[C:5]([CH:21]=[CH:22][C:23]=1[O:24][CH3:25])[CH2:6][C@H:7]1[C:16]2[C:11](=[CH:12][C:13]([O:19][CH3:20])=[C:14]([O:17][CH3:18])[CH:15]=2)[CH2:10][CH2:9][N:8]1[CH2:27][C:28]([NH:31][C@@H:32]1[C:40]2[C:35](=[CH:36][CH:37]=[CH:38][CH:39]=2)[CH2:34][C@@H:33]1[OH:41])=[O:29]. Procedure details: prepared by reaction of (1S)-1-(3,4-Dimethoxy-benzyl)-6,7-dimethoxy-1,2,3,4-tetrahydroisoquinoline and 2-bromoacetyl bromide with (1R,2S)-1-amino-2-indanol The reactants are O=C([O-])[O-], CC(=O)c1sc(N2CCNC2=O)nc1C, CCCC[N+](CCCC)(CCCC)CCCC, BrCC1CC1, [I-], [K+], [K+], C1CCOC1. Yields the product CC(=O)c1sc(N2CCN(CC3CC3)C2=O)nc1C. As a reaction SMILES: [C:16](=[O:17])([O-:18])[O-:19].[C:1]([CH3:2])(=[O:3])[c:4]1[c:5]([CH3:15])[n:6][c:7]([N:9]2[C:10](=[O:14])[NH:11][CH2:12][CH2:13]2)[s:8]1.[CH2:28]([N+:29]([CH2:30][CH2:31][CH2:32][CH3:33])([CH2:34][CH2:35][CH2:36][CH3:37])[CH2:38][CH2:39][CH2:40][CH3:41])[CH2:42][CH2:43][CH3:44].[CH:22]1([CH2:25][Br:26])[CH2:23][CH2:24]1.[I-:27].[K+:20].[K+:21].[O:45]1[CH2:46][CH2:47][CH2:48][CH2:49]1>>[C:1]([CH3:2])(=[O:3])[c:4]1[c:5]([CH3:15])[n:6][c:7]([N:9]2[C:10](=[O:14])[N:11]([CH2:25][CH:22]3[CH2:23][CH2:24]3)[CH2:12][CH2:13]2)[s:8]1. Yields the product C(C)(C)(C)C(=O)SC1=C2OC(OC2=C(C=2OC(OC21)(C)C)C(C2=C1C(OC(O1)(C)C)=C(C1=C2OC(O1)(C)C)SC(=O)C(C)(C)C)C1=C2C(OC(O2)(C)C)=C(C2=C1OC(O2)(C)C)SC(=O)C(C)(C)C)(C)C (Tris(8-tertbutylcarbonylthio-2,2,6,6-tetramethylbenzo[1,2-d:4,5-d']bis(1,3)dioxole-4-yl)methane). Procedure details: NaI (0.185 g, 1.2342 mmol) and trimethylsilyl chloride (0.156 mL, 1.2336 mmol) were stirred in acetonitrile (50 mL). Tris(8-tertbutylcarbonylthio-2,2,6,6-tetramethylbenzo-[1,2-d:4,5-d]bis(1,3)dioxole-4-yl)methanol (0.220 g, 0.2056 mmol, Example 47) was added in solid form and the color of the solution became brownish. Na2S2O4 (20 mL, sat.) was added after 60 minutes and the mixture was stirred 5 minutes before separation of the phases. The aqueous phase was extracted with diethyl ether (50 mL), ... RXN SMILES: [Na+].[I-].C[Si](Cl)(C)C.[C:8]([C:12]([S:14][C:15]1[C:26]2[O:25][C:24]([CH3:28])([CH3:27])[O:23][C:22]=2[C:21]([C:29]([C:54]2[C:64]3[O:65][C:66]([CH3:69])([CH3:68])[O:67][C:63]=3[C:62]([S:70][C:71]([C:73]([CH3:76])([CH3:75])[CH3:74])=[O:72])=[C:56]3[O:57][C:58]([CH3:61])([CH3:60])[O:59][C:55]=23)([C:31]2[C:41]3[O:42][C:43]([CH3:46])([CH3:45])[O:44][C:40]=3[C:39]([S:47][C:48]([C:50]([CH3:53])([CH3:52])[CH3:51])=[O:49])=[C:33]3[O:34][C:35]([CH3:38])([CH3:37])[O:36][C:32]=23)O)=[C:20]2[C:16]=1[O:17][C:18]([CH3:78])([CH3:77])[O:19]2)=[O:13])([CH3:11])([CH3:10])[CH3:9].[O-]S(S([O-])=O)=O.[Na+].[Na+]>C(#N)C>[C:73]([C:71]([S:70][C:62]1[C:63]2[O:67][C:66]([CH3:68])([CH3:69])[O:65][C:64]=2[C:54]([CH:29]([C:21]2[C:22]3[O:23][C:24]([CH3:28])([CH3:27])[O:25][C:26]=3[C:15]([S:14][C:12]([C:8]([CH3:11])([CH3:10])[CH3:9])=[O:13])=[C:16]3[O:17][C:18]([CH3:78])([CH3:77])[O:19][C:20]=23)[C:31]2[C:41]3[O:42][C:43]([CH3:45])([CH3:46])[O:44][C:40]=3[C:39]([S:47][C:48]([C:50]([CH3:53])([CH3:52])[CH3:51])=[O:49])=[C:33]3[O:34][C:35]([CH3:37])([CH3:38])[O:36][C:32]=23)=[C:55]2[C:56]=1[O:57][C:58]([CH3:61])([CH3:60])[O:59]2)=[O:72])([CH3:74])([CH3:75])[CH3:76] |f:0.1,4.5.6|. Reactants: [O-]S(=O)S(=O)[O-].[Na+].[Na+] (Na2S2O4), [Na+].[I-] (NaI), C[Si](C)(C)Cl (trimethylsilyl chloride), C(C)(C)(C)C(=O)SC1=C2OC(OC2=C(C=2OC(OC21)(C)C)C(O)(C2=C1C(OC(O1)(C)C)=C(C1=C2OC(O1)(C)C)SC(=O)C(C)(C)C)C1=C2C(OC(O2)(C)C)=C(C2=C1OC(O2)(C)C)SC(=O)C(C)(C)C)(C)C (Tris(8-tertbutylcarbonylthio-2,2,6,6-tetramethylbenzo[1,2-d:4,5-d']bis(1,3)dioxole-4-yl)methanol). Isolated yield 56.8%. Reaction conditions: time 5 minute. Run in C(C)#N (acetonitrile). RXN SMILES: [C:1](#[N:2])[c:3]1[cH:4][c:5]([CH:13]([C:14](=[O:15])[NH2:16])[CH2:17][CH:18]2[CH2:19][CH2:20][CH2:21][CH2:22]2)[cH:6][cH:7][c:8]1[S:9](=[O:10])(=[O:11])[CH3:12].[CH3:23][N:24]=[C:25]=[O:26].[CH3:27][c:28]1[cH:29][cH:30][cH:31][cH:32][cH:33]1>>[C:1](#[N:2])[c:3]1[cH:4][c:5]([CH:13]([C:14](=[O:15])[NH:16][C:25]([NH:24][CH3:23])=[O:26])[CH2:17][CH:18]2[CH2:19][CH2:20][CH2:21][CH2:22]2)[cH:6][cH:7][c:8]1[S:9](=[O:10])(=[O:11])[CH3:12]. Product: CNC(=O)NC(=O)C(CC1CCCC1)c1ccc(S(C)(=O)=O)c(C#N)c1. Reactants: CS(=O)(=O)c1ccc(C(CC2CCCC2)C(N)=O)cc1C#N, CN=C=O, Cc1ccccc1. Reactants: NC=1C(=C(C(=C(C(=O)O)C1I)I)C(=O)NC(CO)(CO)CO)I (5-Amino-2,4,6-triiodo-N-[tris(hydroxymethyl)methyl]isophthalamic acid), S(O)(O)(=O)=O (sulfuric acid), C(C)(=O)OC(C)=O (acetic anhydride). Conditions: time 1 hour. Yields the product C(C)(=O)NC=1C(=C(C(=C(C(=O)O)C1I)I)C(=O)NC(COC(C)=O)(COC(C)=O)COC(C)=O)I (5-acetamido-2,4,6-triiodo-N-[tris(acetoxymethyl)methyl]-isophthalamic acid). Reaction SMILES: [NH2:1][C:2]1[C:3]([I:23])=[C:4]([C:13]([NH:15][C:16]([CH2:21][OH:22])([CH2:19][OH:20])[CH2:17][OH:18])=[O:14])[C:5]([I:12])=[C:6]([C:10]=1[I:11])[C:7]([OH:9])=[O:8].S(=O)(=O)(O)O.C(O[C:33](=[O:35])[CH3:34])(=O)C>>[C:7]([NH:1][C:2]1[C:3]([I:23])=[C:4]([C:13]([NH:15][C:16]([CH2:17][O:18][C:33](=[O:35])[CH3:34])([CH2:19][O:20][C:17](=[O:18])[CH3:16])[CH2:21][O:22][C:13](=[O:14])[CH3:4])=[O:14])[C:5]([I:12])=[C:6]([C:10]=1[I:11])[C:7]([OH:9])=[O:8])(=[O:8])[CH3:6]. Reported procedure: 5-Amino-2,4,6-triiodo-N-[tris(hydroxymethyl)methyl]isophthalamic acid (50.0 g., 0.076 mol.) was added in one portion to a stirred solution of sulfuric acid (0.36 ml.) in acetic anhydride (136.0 ml.). The temperature of the reaction mixture rose briefly to 82° and dissolution was effected. As the reaction mixture cooled to room temperature, the product began to precipitate at 47° and the mixture was diluted with toluene (100 ml.). The mixture was stirred at room temperature for 1 hr., and filtere... Reactants: CCO, NN, O, O=C1c2ccccc2C(=O)N1CCCCC1CCN(C(c2ccccc2)c2ccccc2)CC1. Product: NCCCCC1CCN(C(c2ccccc2)c2ccccc2)CC1. Reaction SMILES: [CH3:38][CH2:39][OH:40].[NH2:36][NH2:37].[OH2:35].[c:1]1([CH:7]([N:8]2[CH2:9][CH2:10][CH:11]([CH2:14][CH2:15][CH2:16][CH2:17][N:18]3[C:19](=[O:20])[c:21]4[c:22]([cH:23][cH:24][cH:25][cH:26]4)[C:27]3=[O:28])[CH2:12][CH2:13]2)[c:29]2[cH:30][cH:31][cH:32][cH:33][cH:34]2)[cH:2][cH:3][cH:4][cH:5][cH:6]1>>[c:1]1([CH:7]([N:8]2[CH2:9][CH2:10][CH:11]([CH2:14][CH2:15][CH2:16][CH2:17][NH2:18])[CH2:12][CH2:13]2)[c:29]2[cH:30][cH:31][cH:32][cH:33][cH:34]2)[cH:2][cH:3][cH:4][cH:5][cH:6]1. Starting materials: B(OC)(OC)OC (trimethyl borate), [OH-].[Na+] (sodium hydroxide), C(CCC)[Li] (n-butyl lithium), solution, BrC=1C=NC=C(C1)COC (3-bromo-5-methoxymethylpyridine). Solvent: O (Water), CCCCCC (hexane), C(C)OCC (diethyl ether), C(C)OCC (diethyl ether). Conditions: temperature -100 celsius, time 45 minute. Product: COCC=1C=C(C=NC1)B(O)O (5-Methoxymethylpyridin-3-ylboronic acid). The yield is 10.0%. RXN SMILES: C([Li])CCC.Br[C:7]1[CH:8]=[N:9][CH:10]=[C:11]([CH2:13][O:14][CH3:15])[CH:12]=1.[B:16](OC)([O:19]C)[O:17]C.[OH-].[Na+]>CCCCCC.C(OCC)C.O>[CH3:15][O:14][CH2:13][C:11]1[CH:12]=[C:7]([B:16]([OH:19])[OH:17])[CH:8]=[N:9][CH:10]=1 |f:3.4|. Procedure details: To a solution of n-butyl lithium in hexane (6 ml of a 1.6M solution) in diethyl ether (40 ml) at -100° C. under nitrogen was added dropwise 3-bromo-5-methoxymethylpyridine (1.2 g, 6 mmol) (WO 95/28400) in diethyl ether (20 ml). After stirring for 45 minutes at -100° C., trimethyl borate (1.1 ml, 9.8 mmol) was added and the reaction mixture stirred at -100° C. for an extra 75 minutes. Water was added followed by 4N aqueous sodium hydroxide when the temperature reached 10° C. The aqueous layer was...